Dataset: the Open Reaction Database (ORD), a public repository of structured organic reaction records. Task: describe an organic reaction: reactants, conditions, products, and yield The reactants are C1(CCCC1)=O (cyclopentanone), BrC1=NC2=CN=C(C=C2C=C1)Cl (2-bromo-6-chloro-1,7-naphthyridine), C(CCC)[Li] (n-butyllithium). The solvent is C1(=CC=CC=C1)C (toluene), C1(=CC=CC=C1)C (toluene). Run at temperature -78 celsius, time 6 hour. Yields the product ClC=1C=C2C=CC(=NC2=CN1)C1(CCCC1)O (1-(6-chloro-1,7-naphthyridin-2-yl)cyclopentanol), solid. Isolated yield 20.0%. RXN SMILES: Br[C:2]1[CH:11]=[CH:10][C:9]2[C:4](=[CH:5][N:6]=[C:7]([Cl:12])[CH:8]=2)[N:3]=1.C([Li])CCC.[C:18]1(=[O:23])[CH2:22][CH2:21][CH2:20][CH2:19]1>C1(C)C=CC=CC=1>[Cl:12][C:7]1[CH:8]=[C:9]2[C:4](=[CH:5][N:6]=1)[N:3]=[C:2]([C:18]1([OH:23])[CH2:22][CH2:21][CH2:20][CH2:19]1)[CH:11]=[CH:10]2. Procedure: A suspension of 2-bromo-6-chloro-1,7-naphthyridine (300 mg, 1 mmol) in toluene (8 mL) cooled at −78° C. under an atmosphere of nitrogen was treated with n-butyllithium (1.6M solution in hexanes, 2.3 mL, 3.7 mmol) dropwise over 5 minutes. The reaction mixture was stirred at this temperature for 6 hours and then cyclopentanone (0.33 mL, 3.7 mmol) was added slowly as a solution in toluene (1.3 mL). After 15 minutes, the mixture was allowed to warm to room temperature and then quenched with a few dr...